From a dataset of the Open Reaction Database (ORD), a public repository of structured organic reaction records. describe an organic reaction: reactants, conditions, products, and yield Starting materials: Cl.ClCCN1C[C@@H](OCC1)COC ((2R)-4-(2-chloroethyl)-2-(methoxymethyl)morpholine hydrochloride), FC(C=1C=C(C(=O)Cl)C=C(C1)C(F)(F)F)(F)F (3,5-bis(trifluoromethyl)-benzoyl chloride), Cl (hydrogen chloride), Br.Br.COC=1C=C(CC2NCCNC2)C=CC1C(F)(F)F (2-[3-methoxy-4-(trifluoromethyl)benzyl]piperazine dihydrobromide), [I-].[K+] (potassium iodide), C(C)(C)N(C(C)C)CC (N,N-diisopropylethylamine). Run in C(C)(=O)OCC (ethyl acetate), C(C)(=O)OCC (ethyl acetate), CN(C=O)C (N,N-dimethylformamide). Run at time 1 hour. Product: Cl.Cl.FC(C=1C=C(C(=O)N2C(CN(CC2)CCN2C[C@H](OCC2)COC)CC2=CC(=C(C=C2)C(F)(F)F)OC)C=C(C1)C(F)(F)F)(F)F (1-[3,5-bis(trifluoromethyl)benzoyl]-2-[3-methoxy-4-(trifluoromethyl)benzyl]-4-[2-[(2S)-2-(methoxymethyl)-morpholino]ethyl]piperazine dihydrochloride). The yield is 23.4%. As a reaction SMILES: Br.Br.[CH3:3][O:4][C:5]1[CH:6]=[C:7]([CH:15]=[CH:16][C:17]=1[C:18]([F:21])([F:20])[F:19])[CH2:8][CH:9]1[CH2:14][NH:13][CH2:12][CH2:11][NH:10]1.[I-].[K+].C(N(CC)C(C)C)(C)C.Cl.[Cl:34][CH2:35][CH2:36][N:37]1[CH2:42][CH2:41][O:40][C@@H:39]([CH2:43][O:44][CH3:45])[CH2:38]1.[F:46][C:47]([F:62])([F:61])[C:48]1[CH:49]=[C:50]([CH:54]=[C:55]([C:57]([F:60])([F:59])[F:58])[CH:56]=1)[C:51]([Cl:53])=[O:52].Cl>CN(C)C=O.C(OCC)(=O)C>[ClH:34].[ClH:53].[F:46][C:47]([F:61])([F:62])[C:48]1[CH:49]=[C:50]([CH:54]=[C:55]([C:57]([F:60])([F:58])[F:59])[CH:56]=1)[C:51]([N:10]1[CH2:11][CH2:12][N:13]([CH2:35][CH2:36][N:37]2[CH2:42][CH2:41][O:40][C@H:39]([CH2:43][O:44][CH3:45])[CH2:38]2)[CH2:14][CH:9]1[CH2:8][C:7]1[CH:15]=[CH:16][C:17]([C:18]([F:20])([F:21])[F:19])=[C:5]([O:4][CH3:3])[CH:6]=1)=[O:52] |f:0.1.2,3.4,6.7,12.13.14|. Procedure: To a stirred suspension of 2-[3-methoxy-4-(trifluoromethyl)benzyl]piperazine dihydrobromide (109 mg), potassium iodide (109 mg) and N,N-diisopropylethylamine (0.26 ml) in N,N-dimethylformamide (4 ml) was added (2R)-4-(2-chloroethyl)-2-(methoxymethyl)morpholine hydrochloride (29 mg) at 5° C. under nitrogen atmosphere and the mixture was gradually warmed to room temperature overnight. To the above stirred suspension was added 3,5-bis(trifluoromethyl)-benzoyl chloride (118 mg) at 5° C. and the mixt... Reactants: [N+](=O)([O-])[O-].[Na+] (sodium nitrate), ClC1=CC=C(N)C=C1 (p-chloroaniline), Cl (hydrochloric acid), C(C)(=O)[O-].[Na+] (sodium acetate), O1C(C=CC=C1)=O (pyrone), O1C(C=CC=C1)=O (pyrone), N1CCOCC1 (Morpholine), diazonium chloride. Run in O (water), CO (methanol), CO (Methanol), O (water). Reaction conditions: time 10 minute. Product: [Cl-].ClC1=CC=C(C=C1)[N+]#N (p-Chlorobenzenediazonium chloride), product. The yield is 60.0%. RXN SMILES: C([O-])(=O)C.[Na+].O1C=CC=CC1=O.[N+]([O-])([O-])=O.[Na+].[Cl:18][C:19]1[CH:25]=[CH:24][C:22]([NH2:23])=[CH:21][CH:20]=1.Cl.[NH:27]1CCOCC1>O.CO>[Cl-:18].[Cl:18][C:19]1[CH:25]=[CH:24][C:22]([N+:23]#[N:27])=[CH:21][CH:20]=1 |f:0.1,3.4,10.11|. Procedure details: A 250 ml, three necked, round bottomed flask was equipped with addition funnel, paddle stirrer, and thermometer. The flask was charged with 50 ml methanol, sodium acetate (16.0 g, 0.198 mole), and pyrone (8.0 g, 0.043 mole). p-Chlorobenzenediazonium chloride was prepared on the side by the dropwise addition of sodium nitrate (3.3 g, 0.047 mole) in 10 ml water to a cooled (5°) slurry containing p-chloroaniline (5.6 g, 0.043 mole) in aqueous hydrochloric acid (16.5 ml 12N HCl [0.198 mole] plus 10 ... The reactants are CC1CCNCC1, CCCCCC, [Li]CCCC, C1CCOC1, CCOC(=O)c1nc(-c2ccccc2)nc2ccccc12. The product is CC1CCN(C(=O)c2nc(-c3ccccc3)nc3ccccc23)CC1. As a reaction SMILES: [CH3:22][CH:23]1[CH2:24][CH2:25][NH:26][CH2:27][CH2:28]1.[CH3:34][CH2:35][CH2:36][CH2:37][CH2:38][CH3:39].[Li:29][CH2:30][CH2:31][CH2:32][CH3:33].[O:40]1[CH2:41][CH2:42][CH2:43][CH2:44]1.[c:1]1(-[c:7]2[n:8][c:9]3[cH:10][cH:11][cH:12][cH:13][c:14]3[c:15]([C:17]([O:19][CH2:18][CH3:20])=[O:21])[n:16]2)[cH:2][cH:3][cH:4][cH:5][cH:6]1>>[c:1]1(-[c:7]2[n:8][c:9]3[cH:10][cH:11][cH:12][cH:13][c:14]3[c:15]([C:17](=[O:19])[N:26]3[CH2:25][CH2:24][CH:23]([CH3:22])[CH2:28][CH2:27]3)[n:16]2)[cH:2][cH:3][cH:4][cH:5][cH:6]1. The reactants are C(C)(=O)O[BH-](OC(C)=O)OC(C)=O.[Na+] (sodium triacetoxyborohydride), COC1=CC(=CC=C1)N (m-anisidine), C(C)(=O)N1CCC(CC1)=O (1-acetylpiperidin-4-one), aqueous solution, [OH-].[Na+] (sodium hydroxide). Run in ClC(C)Cl (dichloroethane), C(C)(=O)O (acetic acid), C(C)(=O)OCC (ethyl acetate). Conditions: time 8 hour. The product is C(C)(=O)N1CCC(CC1)NC1=CC(=CC=C1)OC ((1-Acetylpiperidin-4-yl)-3-methoxyaniline). Yield: 88.7%. Reaction SMILES: C(O[BH-](OC(=O)C)OC(=O)C)(=O)C.[Na+].[CH3:15][O:16][C:17]1[CH:22]=[CH:21][CH:20]=[C:19]([NH2:23])[CH:18]=1.[C:24]([N:27]1[CH2:32][CH2:31][C:30](=O)[CH2:29][CH2:28]1)(=[O:26])[CH3:25].[OH-].[Na+]>ClC(Cl)C.C(OCC)(=O)C.C(O)(=O)C>[C:24]([N:27]1[CH2:32][CH2:31][CH:30]([NH:23][C:19]2[CH:20]=[CH:21][CH:22]=[C:17]([O:16][CH3:15])[CH:18]=2)[CH2:29][CH2:28]1)(=[O:26])[CH3:25] |f:0.1,4.5|. Procedure details: Under ice cooling, sodium triacetoxyborohydride (12.0 g) was added to a liquid mixture of m-anisidine (4.40 g), 1-acetylpiperidin-4-one (5.0 g) and acetic acid (8 ml) in dichloroethane (80 ml). Then the reaction mixtures were stirred at room temperature overnight. The reaction mixtures were diluted with ethyl acetate (200 ml) and a 5 N aqueous solution (35 ml) of sodium hydroxide was added thereto. The organic layer was separated, washed successively with water and brine and dried over magnesium... As a reaction SMILES: [CH3:40][CH2:41][OH:42].[Cl:1][c:2]1[cH:3][c:4]([O:5][c:6]2[c:7]([C:8](=[O:9])[O:10][CH2:11][CH3:12])[cH:13][c:14]([NH:17][c:18]3[c:19]4[c:20]([n:21][cH:22][n:23]3)[cH:24][cH:25][nH:26]4)[cH:15][cH:16]2)[cH:27][c:28]([Cl:30])[cH:29]1.[ClH:38].[Na+:37].[O:31]1[CH2:32][CH2:33][CH2:34][CH2:35]1.[OH-:36].[OH2:39]>>[Cl:1][c:2]1[cH:3][c:4]([O:5][c:6]2[c:7]([C:8](=[O:9])[OH:10])[cH:13][c:14]([NH:17][c:18]3[c:19]4[c:20]([n:21][cH:22][n:23]3)[cH:24][cH:25][nH:26]4)[cH:15][cH:16]2)[cH:27][c:28]([Cl:30])[cH:29]1. Product: O=C(O)c1cc(Nc2ncnc3cc[nH]c23)ccc1Oc1cc(Cl)cc(Cl)c1. The reactants are CCO, CCOC(=O)c1cc(Nc2ncnc3cc[nH]c23)ccc1Oc1cc(Cl)cc(Cl)c1, Cl, [Na+], C1CCOC1, [OH-], O.